Dataset: the Open Reaction Database (ORD), a public repository of structured organic reaction records. Task: describe an organic reaction: reactants, conditions, products, and yield Starting materials: NC1=CC=C(C=C1)CC(=O)O (4-Aminophenylacetic acid), C(C)OC1=C(C(=C(C2=CC(=CC=C12)F)OCC)C(=O)O)C(=O)O (1,4-bis(ethyloxy)-6-fluoro-2,3-naphthalenedicarboxylic acid). Solvent: CN1CCCC1=O (NMP), CCOC(=O)C (EtOAc). Conditions: temperature 180 celsius. Yields the product C(C)OC1=C2C(=C(C=3C(N(C(C13)=O)C1=CC=C(C=C1)CC(=O)O)=O)OCC)C=CC(=C2)F ({4-[4,9-Bis(ethyloxy)-6-fluoro-1,3-dioxo-1,3-dihydro-2H-benzo[f]isoindol-2-yl]phenyl}acetic acid). Isolated yield 44.0%. As a reaction SMILES: [NH2:1][C:2]1[CH:7]=[CH:6][C:5]([CH2:8][C:9]([OH:11])=[O:10])=[CH:4][CH:3]=1.[CH2:12]([O:14][C:15]1[C:24]2[C:19](=[CH:20][C:21]([F:25])=[CH:22][CH:23]=2)[C:18]([O:26][CH2:27][CH3:28])=[C:17]([C:29](O)=[O:30])[C:16]=1[C:32](O)=[O:33])[CH3:13]>CN1C(=O)CCC1.CCOC(C)=O>[CH2:27]([O:26][C:18]1[C:17]2[C:29](=[O:30])[N:1]([C:2]3[CH:3]=[CH:4][C:5]([CH2:8][C:9]([OH:11])=[O:10])=[CH:6][CH:7]=3)[C:32](=[O:33])[C:16]=2[C:15]([O:14][CH2:12][CH3:13])=[C:24]2[CH:23]=[CH:22][C:21]([F:25])=[CH:20][C:19]=12)[CH3:28]. Reported procedure: 4-Aminophenylacetic acid (418 mg, 2.77 mmol) was added to 1,4-bis(ethyloxy)-6-fluoro-2,3-naphthalenedicarboxylic acid (810 mg, 2.5 mmol) and powdered molecular sieves (4 Å, 200 mg) in NMP (4.5 ml) and heated in a microwave at 180° C. for 10 minutes. The reaction mixture was cooled and diluted with EtOAc, filtered through celite, washed with water, brine, dried over magnesium sulphate and concentrated in vacuo to yield a yellow solid. This was recrystallised from methanol (˜50 ml) and the white s... The reactants are [H-].[Na+] (Sodium hydride), BrC1=C(C2=CC=C(C(=C2C=C1)C(F)(F)F)OC)C(=O)NC(=O)OCC (2-bromo-N-(ethoxycarbonyl)-6-methoxy-5-(trifluoromethyl)-1-naphthalenecarboxamide), BrCC(=O)OC(C)(C)C (t-butyl bromoacetate). Solvent: O1CCCC1 (tetrahydrofuran). Reaction conditions: temperature 55 celsius, time 1 hour. The product is BrC1=C(C2=CC=C(C(=C2C=C1)C(F)(F)F)OC)C(=O)N(CC(=O)OC(C)(C)C)C(=O)OCC (N-[[2-Bromo-6-methoxy-5-(trifluoromethyl)-1-naphthalenyl]carbonyl]-N-(ethoxycarbonyl)glycine, 1,1-Dimethylethyl Ester). Isolated yield 85.0%. RXN SMILES: [H-].[Na+].[Br:3][C:4]1[CH:13]=[CH:12][C:11]2[C:6](=[CH:7][CH:8]=[C:9]([O:18][CH3:19])[C:10]=2[C:14]([F:17])([F:16])[F:15])[C:5]=1[C:20]([NH:22][C:23]([O:25][CH2:26][CH3:27])=[O:24])=[O:21].Br[CH2:29][C:30]([O:32][C:33]([CH3:36])([CH3:35])[CH3:34])=[O:31]>O1CCCC1>[Br:3][C:4]1[CH:13]=[CH:12][C:11]2[C:6](=[CH:7][CH:8]=[C:9]([O:18][CH3:19])[C:10]=2[C:14]([F:17])([F:16])[F:15])[C:5]=1[C:20]([N:22]([C:23]([O:25][CH2:26][CH3:27])=[O:24])[CH2:29][C:30]([O:32][C:33]([CH3:36])([CH3:35])[CH3:34])=[O:31])=[O:21] |f:0.1|. Reported procedure: Sodium hydride (80% by weight dispersion in mineral oil, 0.347 g, 1.1 eq) was added to a stirred solution of 2-bromo-N-(ethoxycarbonyl)-6-methoxy-5-(trifluoromethyl)-1-naphthalenecarboxamide (4.41 g, 10.5 mmol) in anhydrous tetrahydrofuran (150 mL) at room temperture under a dry nitrogen atmosphere. After 1 hour, the t-butyl bromoacetate (2.54 mL, 1.5 eq) was added and the reaction was heated to 55° C. After 11/2 hours of heating, the reaction was cooled to room temperature and the THF was remov... Reactants: ClC(Cl)Cl, COC(=O)CSCc1cccc(-c2nc(=O)c3ccccc3s2)n1, O=C(OO)c1cccc(Cl)c1. Product: COC(=O)CS(=O)Cc1cccc(-c2nc(=O)c3ccccc3s2)n1. As a reaction SMILES: [CH:36]([Cl:37])([Cl:38])[Cl:39].[O:1]=[c:2]1[n:3][c:4](-[c:12]2[cH:13][cH:14][cH:15][c:16]([CH2:18][S:19][CH2:20][C:21](=[O:22])[O:23][CH3:24])[n:17]2)[s:5][c:6]2[c:7]1[cH:8][cH:9][cH:10][cH:11]2.[OH:25][O:26][C:27]([c:28]1[cH:29][c:30]([Cl:31])[cH:32][cH:33][cH:34]1)=[O:35]>>[O:1]=[c:2]1[n:3][c:4](-[c:12]2[cH:13][cH:14][cH:15][c:16]([CH2:18][S:19]([CH2:20][C:21](=[O:22])[O:23][CH3:24])=[O:25])[n:17]2)[s:5][c:6]2[c:7]1[cH:8][cH:9][cH:10][cH:11]2. Starting materials: CC(C)(C)[Si](C)(C)Cl, CCCCCC, ClCCl, Oc1cccc2sccc12, c1c[nH]cn1. Yields the product CC(C)(C)[Si](C)(C)Oc1cccc2sccc12. RXN SMILES: [C:11]([CH3:12])([CH3:13])([CH3:14])[Si:15]([CH3:16])([CH3:17])[Cl:18].[CH3:27][CH2:28][CH2:29][CH2:30][CH2:31][CH3:32].[Cl:24][CH2:25][Cl:26].[OH:1][c:2]1[cH:3][cH:4][cH:5][c:6]2[s:7][cH:8][cH:9][c:10]12.[nH:19]1[cH:20][cH:21][n:22][cH:23]1>>[O:1]([c:2]1[cH:3][cH:4][cH:5][c:6]2[s:7][cH:8][cH:9][c:10]12)[Si:15]([C:11]([CH3:12])([CH3:13])[CH3:14])([CH3:16])[CH3:17]. Yields the product COc1ccc(-c2ccc(C(C)N3CCC(CCO)(c4ccc(F)cc4)OC3=O)cc2)cn1. Starting materials: CC(c1ccc(Br)cc1)N1CCC(CCO)(c2ccc(F)cc2)OC1=O, COc1ccc(B(O)O)cn1. As a reaction SMILES: [Br:1][c:2]1[cH:3][cH:4][c:5]([CH:8]([CH3:9])[N:10]2[C:11](=[O:26])[O:12][C:13]([CH2:16][CH2:17][OH:18])([c:19]3[cH:20][cH:21][c:22]([F:25])[cH:23][cH:24]3)[CH2:14][CH2:15]2)[cH:6][cH:7]1.[CH3:27][O:28][c:29]1[cH:30][cH:31][c:32]([B:35]([OH:36])[OH:37])[cH:33][n:34]1>>[c:2]1(-[c:32]2[cH:31][cH:30][c:29]([O:28][CH3:27])[n:34][cH:33]2)[cH:3][cH:4][c:5]([CH:8]([CH3:9])[N:10]2[C:11](=[O:26])[O:12][C:13]([CH2:16][CH2:17][OH:18])([c:19]3[cH:20][cH:21][c:22]([F:25])[cH:23][cH:24]3)[CH2:14][CH2:15]2)[cH:6][cH:7]1. The reactants are CCCC[Sn](CCCC)(CCCC)c1ccco1, CC(C)N1CCC(C(=O)Nc2ccc(I)cc2C(=O)Nc2ccc(Cl)cn2)CC1, C1CCOC1. The product is CC(C)N1CCC(C(=O)Nc2ccc(-c3ccco3)cc2C(=O)Nc2ccc(Cl)cn2)CC1. As a reaction SMILES: [CH2:30]([Sn:31]([CH2:32][CH2:33][CH2:34][CH3:40])([c:35]1[o:36][cH:37][cH:38][cH:39]1)[CH2:41][CH2:42][CH2:43][CH3:44])[CH2:45][CH2:46][CH3:47].[Cl:1][c:2]1[cH:3][cH:4][c:5]([NH:8][C:9]([c:10]2[c:11]([NH:17][C:18](=[O:19])[CH:20]3[CH2:21][CH2:22][N:23]([CH:26]([CH3:27])[CH3:28])[CH2:24][CH2:25]3)[cH:12][cH:13][c:14]([I:16])[cH:15]2)=[O:29])[n:6][cH:7]1.[O:48]1[CH2:49][CH2:50][CH2:51][CH2:52]1>>[Cl:1][c:2]1[cH:3][cH:4][c:5]([NH:8][C:9]([c:10]2[c:11]([NH:17][C:18](=[O:19])[CH:20]3[CH2:21][CH2:22][N:23]([CH:26]([CH3:27])[CH3:28])[CH2:24][CH2:25]3)[cH:12][cH:13][c:14](-[c:35]3[o:36][cH:37][cH:38][cH:39]3)[cH:15]2)=[O:29])[n:6][cH:7]1.